The task is: describe an organic reaction: reactants, conditions, products, and yield. This data is from the Open Reaction Database (ORD), a public repository of structured organic reaction records. Starting materials: O=C([O-])[O-], CC#N, Cn1c(S)nnc1-c1cccs1, CC(Cl)C(=O)O, [K+], [K+], CN(C)C=O. Yields the product CC(Sc1nnc(-c2cccs2)n1C)C(=O)O. RXN SMILES: [C:19](=[O:20])([O-:21])[O-:22].[CH3:25][C:26]#[N:27].[CH3:7][n:8]1[c:9]([SH:18])[n:10][n:11][c:12]1-[c:13]1[s:14][cH:15][cH:16][cH:17]1.[Cl:1][CH:2]([C:3](=[O:4])[OH:5])[CH3:6].[K+:23].[K+:24].[O:28]=[CH:29][N:30]([CH3:31])[CH3:32]>>[CH:2]([C:3](=[O:4])[OH:5])([CH3:6])[S:18][c:9]1[n:8]([CH3:7])[c:12](-[c:13]2[s:14][cH:15][cH:16][cH:17]2)[n:11][n:10]1. Reactants: C1(CCCCCC1)=O (cycloheptanone), C(OC(C)C)(OC(C)C)OC(C)C (triisopropyl orthoformate), C(C)(C)O (isopropanol), O.S(=O)(=O)(O)[O-].[Na+] (sodium hydrogensulfate monohydrate), ketone. Conditions: temperature 50 celsius. Yields the product C(C)(C)OC1=CCCC1 (1-isopropoxy-1-cyclopentene). The yield is 60.1%. RXN SMILES: [C:1]1(=[O:8])[CH2:7][CH2:6][CH2:5][CH2:4]CC1.C(OC(C)C)(OC(C)C)O[CH:11]([CH3:13])[CH3:12].C(O)(C)C.O.S([O-])(O)(=O)=O.[Na+]>>[CH:11]([O:8][C:1]1[CH2:7][CH2:6][CH2:5][CH:4]=1)([CH3:13])[CH3:12] |f:3.4.5|. Procedure details: To a mixture of 56.0 grams (0.50 mol) of cycloheptanone, 107.0 grams (0.56 mol) of triisopropyl orthoformate and 44 grams of isopropanol (0.73 mol) in a 500 ml three-neck round bottom flask was added 2.8 grams (0.020 mol) of sodium hydrogensulfate monohydrate. Upon catalyst addition, the reaction temperature rose to 45° C., and was heated and maintained at 50° C. for about 5 hours. The progress of the reaction was monitored by GC until the ketone concentration was below 2%. The isopropanol and i... Reactants: C(C=C)O[C@H]1C2=C(S[C@H]1CN1C=NC=C1)C=C(C=C2)Cl ((±)-cis-3-allyloxy-6-chloro-2,3-dihydro-2-(1H-1-imidazolylmethyl) benzo[b]thiophene), ClC=1C=C(C(=O)OO)C=CC1 (m-chloroperoxybenzoic acid). Run in C(Cl)Cl (CH2Cl2). Reaction conditions: time 1 hour. The product is C(C=C)O[C@H]1C2=C(S([C@H]1CN1C=NC=C1)=O)C=C(C=C2)Cl ((±)-cis-3-allyloxy-6-chloro-2,3-dihydro-2-(1H-1-imidazolylmethyl)benzo[b]thiophene-1-oxide). As a reaction SMILES: [CH2:1]([O:4][C@@H:5]1[C@H:9]([CH2:10][N:11]2[CH:15]=[CH:14][N:13]=[CH:12]2)[S:8][C:7]2[CH:16]=[C:17]([Cl:20])[CH:18]=[CH:19][C:6]1=2)[CH:2]=[CH2:3].ClC1C=C(C=CC=1)C(OO)=[O:26]>C(Cl)Cl>[CH2:1]([O:4][C@@H:5]1[C@H:9]([CH2:10][N:11]2[CH:15]=[CH:14][N:13]=[CH:12]2)[S:8](=[O:26])[C:7]2[CH:16]=[C:17]([Cl:20])[CH:18]=[CH:19][C:6]1=2)[CH:2]=[CH2:3]. Procedure details: Dissolve 21.7 g. (70.7 mmole) of (±)-cis-3-allyloxy-6-chloro-2,3-dihydro-2-(1H-1-imidazolylmethyl) benzo[b]thiophene in 500 mL of CH2Cl2 and cool the solution to 0°-5°. Added 14.6 g (70.7 mmole) of m-chloroperoxybenzoic acid (tech. 80-85%) and stir the reaction mixture at 0°-5° for 1 hour. Extract the reaction mixture with 500 mL of 5% aqueous NaHCO3 followed by 500 mL of H2O. Dried the CH2Cl2 layer over anhydrous MgSO4 and concentrate it to give (±)-cis-3-allyloxy-6-chloro-2,3-dihydro-2-(1H-1-i... The reactants are [O-][Cl+][O-], FC(F)Oc1ccc2[nH]ccc2c1, [Na+], [Na+], CN(C)C=O, C1COCCO1, O=P(Cl)(Cl)Cl, O=P([O-])(O)O. Product: O=C(O)c1c[nH]c2ccc(OC(F)F)cc12. RXN SMILES: [Cl+:30]([O-:31])[O-:32].[F:1][CH:2]([O:3][c:4]1[cH:5][c:6]2[cH:7][cH:8][nH:9][c:10]2[cH:11][cH:12]1)[F:13].[Na+:29].[Na+:33].[O:19]=[CH:20][N:21]([CH3:22])[CH3:23].[O:34]1[CH2:35][CH2:36][O:37][CH2:38][CH2:39]1.[P:14]([Cl:15])([Cl:16])([Cl:17])=[O:18].[P:24](=[O:25])([O-:26])([OH:27])[OH:28]>>[F:1][CH:2]([O:3][c:4]1[cH:5][c:6]2[c:7]([C:20]([OH:19])=[O:25])[cH:8][nH:9][c:10]2[cH:11][cH:12]1)[F:13]. The reactants are CC1=C(C=CC(=C1)C(=O)OC)C1=C(C=CC=C1)C (Methyl 2,2′-dimethyl-1,1′-biphenyl-4-carboxylate), [OH-].[Na+] (sodium hydroxide), O (water), Cl (hydrochloric acid). The solvent is O1CCCC1.CO (tetrahydrofuran methanol). Reaction conditions: temperature 0 celsius. Yields the product CC1=C(C=CC(=C1)C(=O)O)C1=C(C=CC=C1)C (2,2′-Dimethyl-biphenyl-4-carboxylic acid). Yield: 97.0%. Reaction SMILES: [CH3:1][C:2]1[CH:7]=[C:6]([C:8]([O:10]C)=[O:9])[CH:5]=[CH:4][C:3]=1[C:12]1[CH:17]=[CH:16][CH:15]=[CH:14][C:13]=1[CH3:18].[OH-].[Na+].Cl.O>O1CCCC1.CO>[CH3:1][C:2]1[CH:7]=[C:6]([C:8]([OH:10])=[O:9])[CH:5]=[CH:4][C:3]=1[C:12]1[CH:17]=[CH:16][CH:15]=[CH:14][C:13]=1[CH3:18] |f:1.2,5.6|. Reported procedure: To a solution of methyl 2,2′-dimethyl-1,1′-biphenyl-4-carboxylate of Step A (24.7 g, 103 mmol) in tetrahydrofuran:methanol (5:1, 200 mL) was added 1N sodium hydroxide (108 mL, 108 mmol) and the reaction mixture was heated at reflux for 1 hour. The cooled reaction mixture was then concentrated in vacuo to remove organic solvents. The resulting aqueous solution was cooled to 0° C. and 2N hydrochloric acid (60 mL, 120 mmol) was added slowly followed by water (60 mL) to facilitate stirring of the pr...